From a dataset of the Open Reaction Database (ORD), a public repository of structured organic reaction records. describe an organic reaction: reactants, conditions, products, and yield Reactants: C1(CCC(CC1)=O)=O (1,4-cyclohexanedione), N1=C(C=CC=C1)N1CCNCC1 (1-(2-pyridyl)piperazine), C1(=CC=C(C=C1)S(=O)(=O)O)C (p-toluenesulfonic acid), O (water). Product: N1=C(C=CC=C1)N1CCN(CC1)C1CCC(CC1)=O (4-[4-(2-Pyridinyl)-1-piperazinyl]cyclohexanone). Procedure: A solution of 1,4-cyclohexanedione monoethyleneketa (50.0 g), 1-(2-pyridyl)piperazine (52.16 g), and p-toluenesulfonic acid (0.5 g) in 500 ml of toluene is refluxed with a Dean-Stark trap until the theoretical amount of water is collected (about four hours). The solvent is evaporated in vacuo and the residue is dissolved in 750 ml of methanol. This solution is cooled in an ice bath and sodium cyanoborohydride (30.1 g) is added in small portions over a two-minute period. The resulting suspension ... Run at time 30 minute. Run in CC(=O)C (acetone), C1(=CC=CC=C1)C (toluene), solution, Cl (hydrochloric acid). RXN SMILES: [C:1]1(=O)[CH2:6][CH2:5][C:4](=[O:7])[CH2:3][CH2:2]1.[N:9]1[CH:14]=[CH:13][CH:12]=[CH:11][C:10]=1[N:15]1[CH2:20][CH2:19][NH:18][CH2:17][CH2:16]1.C1(C)C=CC(S(O)(=O)=O)=CC=1.O>C1(C)C=CC=CC=1.Cl.CC(C)=O>[N:9]1[CH:14]=[CH:13][CH:12]=[CH:11][C:10]=1[N:15]1[CH2:16][CH2:17][N:18]([CH:1]2[CH2:2][CH2:3][C:4](=[O:7])[CH2:5][CH2:6]2)[CH2:19][CH2:20]1. Reactants: C(C)(C)(C)C=1C(=CC=2CC3=CC(=C(C=C3C2C1)C(C)(C)C)Br)Br (3,6-di-tert-butyl-2,7-dibromofluorene), C1(=C(C=CC=C1)B(O)O)C (o-tolylboronic acid), C1CCC(CC1)P(C2CCCCC2)C3=CC=CC=C3C4=CC=CC=C4 ((2-biphenyl)dicyclohexylphosphine), P(=O)([O-])([O-])[O-].[K+].[K+].[K+] (potassium phosphate). Reagents/catalysts: C(C)(=O)[O-].[Pd+2].C(C)(=O)[O-] (palladium(II) acetate). Run in C1CCOC1 (THF), O (water). Product: C1(=C(C=CC=C1)C1=CC=2CC3=CC(=C(C=C3C2C=C1C(C)(C)C)C(C)(C)C)C1=C(C=CC=C1)C)C (2,7-di(o-tolyl)-3,6-di-tert-butylfluorene). As a reaction SMILES: [C:1]([C:5]1[C:6](Br)=[CH:7][C:8]2[CH2:9][C:10]3[C:15]([C:16]=2[CH:17]=1)=[CH:14][C:13]([C:18]([CH3:21])([CH3:20])[CH3:19])=[C:12](Br)[CH:11]=3)([CH3:4])([CH3:3])[CH3:2].C1CCC(P([C:37]2[C:42]([C:43]3C=CC=CC=3)=[CH:41][CH:40]=[CH:39][CH:38]=2)C2CCCCC2)CC1.P([O-])([O-])([O-])=O.[K+].[K+].[K+].[C:57]1([CH3:66])[CH:62]=[CH:61][CH:60]=[CH:59][C:58]=1B(O)O>C([O-])(=O)C.[Pd+2].C([O-])(=O)C.O.C1COCC1>[C:57]1([CH3:66])[CH:62]=[CH:61][CH:60]=[CH:59][C:58]=1[C:6]1[C:5]([C:1]([CH3:3])([CH3:2])[CH3:4])=[CH:17][C:16]2[C:15]3[C:10](=[CH:11][C:12]([C:41]4[CH:40]=[CH:39][CH:38]=[CH:37][C:42]=4[CH3:43])=[C:13]([C:18]([CH3:21])([CH3:20])[CH3:19])[CH:14]=3)[CH2:9][C:8]=2[CH:7]=1 |f:2.3.4.5,7.8.9|. Reported procedure: In a stream of nitrogen, 5.0 g (11.5 mmol) of 3,6-di-tert-butyl-2,7-dibromofluorene, 135 mg (0.60 mmol) of palladium(II) acetate, 603 mg (1.72 mmol) of (2-biphenyl)dicyclohexylphosphine, 14.5 g (68.3 mmol) of potassium phosphate, 4.7 g (34.6 mmol) of o-tolylboronic acid and 100 ml of THF were placed in a reaction container, and with stirring them at room temperature, 25 ml of water was slowly dropwise added. After the dropwise addition, the reaction solution was heated up to 50° C., and with sti...